This data is from the Open Reaction Database (ORD), a public repository of structured organic reaction records. The task is: describe an organic reaction: reactants, conditions, products, and yield The reactants are CC(=O)O, CC(C)Oc1c(C#N)cnc2ccc(C=C3SC(NCCc4cccc(F)c4)=NC3=O)nc12, N#Cc1cnc2ccc(C=C3SC(NCc4cccs4)=NC3=O)nc2c1, O. Product: N#Cc1cnc2ccc(C=C3SC(NCCc4cccc(F)c4)=NC3=O)nc2c1. As a reaction SMILES: [C:60]([OH:61])(=[O:62])[CH3:63].[F:1][c:2]1[cH:3][c:4]([CH2:8][CH2:9][NH:10][C:11]2=[N:15][C:14](=[O:16])[C:13](=[CH:17][c:18]3[n:19][c:20]4[c:21]([O:30][CH:31]([CH3:32])[CH3:33])[c:22]([C:28]#[N:29])[cH:23][n:24][c:25]4[cH:26][cH:27]3)[S:12]2)[cH:5][cH:6][cH:7]1.[O:34]=[C:35]1[C:36](=[CH:37][c:38]2[n:39][c:40]3[c:41]([cH:42][cH:43]2)[n:44][cH:45][c:46]([C:47]#[N:48])[cH:49]3)[S:50][C:51]([NH:52][CH2:53][c:54]2[s:55][cH:56][cH:57][cH:58]2)=[N:59]1.[OH2:64]>>[F:1][c:2]1[cH:3][c:4]([CH2:8][CH2:9][NH:10][C:11]2=[N:15][C:14](=[O:16])[C:13](=[CH:17][c:18]3[n:19][c:20]4[cH:21][c:22]([C:28]#[N:29])[cH:23][n:24][c:25]4[cH:26][cH:27]3)[S:12]2)[cH:5][cH:6][cH:7]1. Starting materials: [H-].[Na+] (Sodium hydride), N1N=CN=C1 (1,2,4-triazole), C([O-])([O-])=O.[K+].[K+] (potassium carbonate), [I-].C[S+](=O)(C)C (Trimethyloxosulfonium iodide), [H][H] (hydrogen), FC1=C(C=CC(=C1)F)C([C@H](C)O)=O ((2S)-2′,4′-difluoro-2-hydroxypropiophenone). The solvent is O (water), CS(=O)C (dimethyl sulfoxide), O1CCCC1 (tetrahydrofuran), CS(=O)C (dimethyl sulfoxide). Conditions: temperature 2.5 celsius, time 1.5 hour. Yields the product FC1=C(C=CC(=C1)F)[C@](CN1N=CN=C1)([C@H](C)O)O ((2S,3S)-2-(2,4-difluorophenyl)-1-(1H-1,2,4-triazol-1-yl)-2,3-butanediol). The yield is 15.5%. As a reaction SMILES: [I-].C[S+](C)(C)=O.[H-].[Na+].[H][H].[F:11][C:12]1[CH:17]=[C:16]([F:18])[CH:15]=[CH:14][C:13]=1[C:19](=[O:23])[C@@H:20]([OH:22])[CH3:21].[NH:24]1[CH:28]=[N:27][CH:26]=[N:25]1.[C:29](=O)([O-])[O-].[K+].[K+]>CS(C)=O.O1CCCC1.O>[F:11][C:12]1[CH:17]=[C:16]([F:18])[CH:15]=[CH:14][C:13]=1[C@@:19]([OH:23])([C@@H:20]([OH:22])[CH3:21])[CH2:29][N:24]1[CH:28]=[N:27][CH:26]=[N:25]1 |f:0.1,2.3,7.8.9|. Reported procedure: Trimethyloxosulfonium iodide (17.7 g, 80.6 mmol) was dissolved in a mixed solvent of dimethyl sulfoxide (80 ml) and tetrahydrofuran (30 ml) and the mixture was cooled to 0-5° C. Sodium hydride (60% dispersion in oil, 2.47 g, 61.9 mmol) was added by small portions at 0-5° C. After generation of hydrogen stopped, the mixture was aged for 1.5 hr, and a solution (20 ml) of (2S)-2′,4′-difluoro-2-hydroxypropiophenone (10.0 g, 53.8 mmol) in dimethyl sulfoxide was added dropwise at −5 to 5° C. over 3.5 ... Reactants: ClC=1C=CN2C(C(=CC=C2C1)C(=O)OCC)=O (Ethyl 8-chloro-4H-quinolizin-4-one-3-carboxylate), ClC=1C=CN2C(C(=CC=C2C1)C(=O)OCC)=O (Ethyl 8-chloro-4H-quinolizin-4-one-3-carboxylate), resultant solution, CN1CCNCC1 (N-methylpiperazine). Solvent: N1=CC=CC=C1 (pyridine). Reaction conditions: temperature 70 celsius. Yields the product CN1CCN(CC1)C=1C=CN2C(C(=CC=C2C1)C(=O)OCC)=O (Ethyl 8-(4-methylpiperazin-1-yl)-4H-quinolizin-4-one-3-carboxylate). Isolated yield 106.8%. As a reaction SMILES: Cl[C:2]1[CH:3]=[CH:4][N:5]2[C:10]([CH:11]=1)=[CH:9][CH:8]=[C:7]([C:12]([O:14][CH2:15][CH3:16])=[O:13])[C:6]2=[O:17].[CH3:18][N:19]1[CH2:24][CH2:23][NH:22][CH2:21][CH2:20]1>N1C=CC=CC=1>[CH3:18][N:19]1[CH2:24][CH2:23][N:22]([C:2]2[CH:3]=[CH:4][N:5]3[C:10]([CH:11]=2)=[CH:9][CH:8]=[C:7]([C:12]([O:14][CH2:15][CH3:16])=[O:13])[C:6]3=[O:17])[CH2:21][CH2:20]1. Procedure: Ethyl 8-chloro-4H-quinolizin-4-one-3-carboxylate (755 mg, 3.0 mmol), the product of Step 3 of Example 58, was suspended in 12 mL of dry pyridine under a nitrogen atmosphere. To the resultant solution was added 6.0 mL (6.0 mmol) of N-methylpiperazine and the reaction mixture was heated at 70° C. for 8 hours. The reaction mixture was then concentrated in vacuo in order to remove all of the pyridine. The dry residue (3.124 g) was dissolved in 125 mL of methylene chloride and the methylene chloride ... Yields the product C(C)(C)(C)OC(=O)N[C@H](COS(=O)(=O)C1=CC=C(C=C1)C)CC(C)(C)C (toluene-4-sulfonic acid(S)-2-tert-butoxycarbonylamino-4,4-dimethyl-pentyl ester). The yield is 59.9%. Solvent: N1=CC=CC=C1 (pyridine). Reaction conditions: time 4 hour. Procedure: To a stirred solution of ((S)-1-hydroxymethyl-3,3-dimethyl-butyl)-carbamic acid tert-butyl ester (3.0 g, 13.0 mmol, 1.0 equiv.) in dry pyridine (14.8 mL) was added tosyl chloride (3.7 g, 19.4 mmol, 1.5 equiv) portionwise at 0° C. under nitrogen. After 4 hours of stirring at room temperature, the reaction mixture was extracted with ethyl acetate (200 mL), washed with water (3×200 mL) followed by brine (2×100 mL), and dried over anhydrous sodium sulfate to give a crude residue. The residue was pur... Reactants: C(C)(C)(C)OC(N[C@@H](CC(C)(C)C)CO)=O (((S)-1-hydroxymethyl-3,3-dimethyl-butyl)-carbamic acid tert-butyl ester), S(=O)(=O)(C1=CC=C(C)C=C1)Cl (tosyl chloride). As a reaction SMILES: [C:1]([O:5][C:6](=[O:16])[NH:7][C@H:8]([CH2:14][OH:15])[CH2:9][C:10]([CH3:13])([CH3:12])[CH3:11])([CH3:4])([CH3:3])[CH3:2].[S:17](Cl)([C:20]1[CH:26]=[CH:25][C:23]([CH3:24])=[CH:22][CH:21]=1)(=[O:19])=[O:18]>N1C=CC=CC=1>[C:1]([O:5][C:6]([NH:7][C@@H:8]([CH2:9][C:10]([CH3:13])([CH3:12])[CH3:11])[CH2:14][O:15][S:17]([C:20]1[CH:26]=[CH:25][C:23]([CH3:24])=[CH:22][CH:21]=1)(=[O:19])=[O:18])=[O:16])([CH3:4])([CH3:2])[CH3:3]. The reactants are ClC1=C(C=NC2=CC=CC=C12)[N+](=O)[O-] (4-chloro-3-nitroquinoline), OC(CN)(C)C (2-hydroxy-2-methylpropylamine). Yields the product OC(CNC1=C(C=NC2=CC=CC=C12)[N+](=O)[O-])(C)C (4-(2-hydroxy-2-methylpropylamino)-3-nitroquinoline). Reaction SMILES: Cl[C:2]1[C:11]2[C:6](=[CH:7][CH:8]=[CH:9][CH:10]=2)[N:5]=[CH:4][C:3]=1[N+:12]([O-:14])=[O:13].[OH:15][C:16]([CH3:20])([CH3:19])[CH2:17][NH2:18]>>[OH:15][C:16]([CH3:20])([CH3:19])[CH2:17][NH:18][C:2]1[C:11]2[C:6](=[CH:7][CH:8]=[CH:9][CH:10]=2)[N:5]=[CH:4][C:3]=1[N+:12]([O-:14])=[O:13]. Reported procedure: Using the method of Example 1, 4-chloro-3-nitroquinoline was reacted with 2-hydroxy-2-methylpropylamine to provide 4-(2-hydroxy-2-methylpropylamino)-3-nitroquinoline, m.p. 234°-244° C.(dec.). Analysis: Calculated for C13H15N3O3 : %C, 59.8; %H, 5.8; %N, 16.0; Found: %C, 59.8; %H, 5.9; %N, 16.1. RXN SMILES: Cl[C:2]1[C:7](C2C=CC=CC=2)=[CH:6][CH:5]=[CH:4][N:3]=1.[NH:14]1[CH2:19][CH2:18][NH:17][CH2:16][CH2:15]1.[CH:20]([OH:23])(C)C>>[CH3:20][O:23][C:7]1[C:2]([N:14]2[CH2:19][CH2:18][NH:17][CH2:16][CH2:15]2)=[N:3][CH:4]=[CH:5][CH:6]=1. Reported procedure: The 2-chloro-3-methoxypyridine (VI) was treated with piperazine in a refluxing isopropanol medium according to the procedure of Example 3 and, following a similar work-up, gave the desired IIIc intermmediate. Reactants: ClC1=NC=CC=C1C1=CC=CC=C1 (2-chloro-3-phenylpyridine), N1CCNCC1 (piperazine), C(C)(C)O (isopropanol). Yields the product COC=1C(=NC=CC1)N1CCNCC1 (1-(3-Methoxy-2-pyridinyl)piperazine). Reactants: COc1cccc(Br)c1, C=CCOC1CCC(=O)C(CN(C)C)C1, Cl. The product is C=CCOC1CCC(O)(c2cccc(OC)c2)C(CN(C)C)C1, Cl. As a reaction SMILES: [Br:17][c:18]1[cH:19][c:20]([O:24][CH3:25])[cH:21][cH:22][cH:23]1.[CH2:2]([CH:3]=[CH2:4])[O:5][CH:6]1[CH2:7][CH:8]([CH2:13][N:14]([CH3:15])[CH3:16])[C:9](=[O:12])[CH2:10][CH2:11]1.[ClH:1]>>[CH2:2]([CH:3]=[CH2:4])[O:5][CH:6]1[CH2:7][CH:8]([CH2:13][N:14]([CH3:15])[CH3:16])[C:9]([OH:12])([c:18]2[cH:19][c:20]([O:24][CH3:25])[cH:21][cH:22][cH:23]2)[CH2:10][CH2:11]1.[ClH:1].